This data is from the Open Reaction Database (ORD), a public repository of structured organic reaction records. The task is: describe an organic reaction: reactants, conditions, products, and yield Starting materials: CC(=O)OC1CCC2C3C=CC4=CC(=O)C=CC4(C)C3(Br)C(F)CC12C, C1CCOC1, c1ccc([SnH](c2ccccc2)c2ccccc2)cc1. Yields the product CC(=O)OC1CCC2C3C=CC4=CC(=O)C=CC4(C)C3C(F)CC12C. Reaction SMILES: [C:1]([CH3:2])(=[O:3])[O:4][CH:5]1[C:6]2([CH3:7])[CH:8]([CH2:9][CH2:10]1)[CH:11]1[CH:12]=[CH:13][C:14]3=[CH:15][C:16](=[O:26])[CH:17]=[CH:18][C:19]3([CH3:20])[C:21]1([Br:25])[CH:22]([F:24])[CH2:23]2.[O:46]1[CH2:47][CH2:48][CH2:49][CH2:50]1.[c:27]1([SnH:28]([c:29]2[cH:30][cH:31][cH:32][cH:33][cH:34]2)[c:35]2[cH:36][cH:37][cH:38][cH:39][cH:40]2)[cH:41][cH:42][cH:43][cH:44][cH:45]1>>[C:1]([CH3:2])(=[O:3])[O:4][CH:5]1[C:6]2([CH3:7])[CH:8]([CH2:9][CH2:10]1)[CH:11]1[CH:12]=[CH:13][C:14]3=[CH:15][C:16](=[O:26])[CH:17]=[CH:18][C:19]3([CH3:20])[CH:21]1[CH:22]([F:24])[CH2:23]2.